From a dataset of the Open Reaction Database (ORD), a public repository of structured organic reaction records. describe an organic reaction: reactants, conditions, products, and yield Starting materials: C(=O)[O-].[NH4+] (ammonium formate), C1(=CC=CC=C1)CN1S(N(C(C1=O)CCC)CC)(=O)=O (2-phenylmethyl-4-propyl-5-ethyl-1,2,5-thiadiazolidin-3-one 1,1-dioxide). The reagents and catalysts are [Pd] (Pd/C). Run in CO (methanol). Conditions: time 20 hour. Yields the product [NH4+].C(CC)C1C(NS(N1CC)(=O)=O)=O (4-propyl-5-ethyl-1,2,5-thiadiazolidin-3-one 1,1-dioxide ammonium salt). Isolated yield 191.3%. Reaction SMILES: C([O-])=O.[NH4+].C1(C[N:12]2[C:16](=[O:17])[CH:15]([CH2:18][CH2:19][CH3:20])[N:14]([CH2:21][CH3:22])[S:13]2(=[O:24])=[O:23])C=CC=CC=1>CO.[Pd]>[NH4+:12].[CH2:18]([CH:15]1[N:14]([CH2:21][CH3:22])[S:13](=[O:24])(=[O:23])[NH:12][C:16]1=[O:17])[CH2:19][CH3:20] |f:0.1,5.6|. Reported procedure: A mixture of 2 g of 10% Pd/C, ammonium formate (3.35 g), and 2-phenylmethyl-4-propyl-5-ethyl-1,2,5-thiadiazolidin-3-one 1,1-dioxide (5.25 g) in 300 ml of methanol was stirred at room temperature for 20 hours, filtered through a pad of CELITE®, and the residue was washed with methanol. The combined filtrate was concentrated in vacuo to afford 3.8 g of 4-propyl-5-ethyl-1,2,5-thiadiazolidin-3-one 1,1-dioxide ammonium salt (Formula IV: R1 =H; R2 =propyl; R3 =ethyl; as NH4+ salt) as a solid. Reactants: C1COCCO1, CCOc1ccc([N+](=O)[O-])c(NC)n1. Yields the product CCOc1ccc(N)c(NC)n1. As a reaction SMILES: [CH2:15]1[O:16][CH2:17][CH2:18][O:19][CH2:20]1.[CH2:1]([CH3:2])[O:3][c:4]1[cH:5][cH:6][c:7]([N+:12]([O-:13])=[O:14])[c:8]([NH:10][CH3:11])[n:9]1>>[CH2:1]([CH3:2])[O:3][c:4]1[cH:5][cH:6][c:7]([NH2:12])[c:8]([NH:10][CH3:11])[n:9]1. Reactants: [Br-], C1CCOC1, COc1ccc(Cl)cc1, Cc1ccccc1, CCCCCC, Cc1ccc([Mg+])cc1. The product is COc1ccc(-c2ccc(C)cc2)cc1. RXN SMILES: [Br-:6].[CH2:1]1[O:2][CH2:3][CH2:4][CH2:5]1.[CH3:15][O:16][c:17]1[cH:18][cH:19][c:20]([Cl:23])[cH:21][cH:22]1.[CH3:24][c:25]1[cH:26][cH:27][cH:28][cH:29][cH:30]1.[CH3:31][CH2:32][CH2:33][CH2:34][CH2:35][CH3:36].[c:7]1([CH3:14])[cH:8][cH:9][c:10]([Mg+:13])[cH:11][cH:12]1>>[c:7]1([CH3:14])[cH:8][cH:9][c:10](-[c:20]2[cH:19][cH:18][c:17]([O:16][CH3:15])[cH:22][cH:21]2)[cH:11][cH:12]1. Reactants: OC1=C(C=CC=C1)C(C(=O)OC)=O (methyl 2-hydroxyphenylglyoxylate), CO[NH3+].[Cl-] (0-methylhydroxylamine hydrochloride), O (water). The solvent is CO (methanol). The product is OC1=C(C=CC=C1)C(C(=O)OC)=NOC (Methyl 2-(2-Hydroxyphenyl)-2-methoxyimino-acetate). As a reaction SMILES: [OH:1][C:2]1[CH:7]=[CH:6][CH:5]=[CH:4][C:3]=1[C:8](=O)[C:9]([O:11][CH3:12])=[O:10].[CH3:14][O:15][NH3+:16].[Cl-].O>CO>[OH:1][C:2]1[CH:7]=[CH:6][CH:5]=[CH:4][C:3]=1[C:8](=[N:16][O:15][CH3:14])[C:9]([O:11][CH3:12])=[O:10] |f:1.2|. Procedure details: 10.4 g (0.0533 mol) of methyl 2-hydroxyphenylglyoxylate (HPLC: 92.4%, log p=1.87) from process step 2 and 7.4 g (0.089 mol) of 0-methylhydroxylamine hydrochloride in 150 ml of methanol are boiled under reflux for three hours. The reaction mixture is poured into water, the product is extracted with diethyl ether, the organic phase is dried over sodium sulphate and the solvent is distilled off under reduced pressure. This gives 8.2 g of crude product which, according to HPLC, contains 17.2% methyl... The reactants are C([O-])([O-])=O.[K+].[K+] (potassium carbonate), BrCC1=C(C=CC=C1)C(F)(F)F (1-(bromomethyl)-2-(trifluoromethyl)benzene), OC=1C=C2CCC(C2=CC1)NS(=O)(=O)C(C)C (N-(5-hydroxy-2,3-dihydro-1H-inden-1-yl)propane-2-sulfonamide). Run in CN(C=O)C (N,N-dimethylformamide). Reaction conditions: temperature 60 celsius, time 3 hour. Yields the product FC(C1=C(COC=2C=C3CCC(C3=CC2)NS(=O)(=O)C(C)C)C=CC=C1)(F)F (N-(5-(2-(trifluoromethyl)benzyloxy)-2,3-dihydro-1H-inden-1-yl)propane-2-sulfonamide). Yield: 42.0%. As a reaction SMILES: [OH:1][C:2]1[CH:3]=[C:4]2[C:8](=[CH:9][CH:10]=1)[CH:7]([NH:11][S:12]([CH:15]([CH3:17])[CH3:16])(=[O:14])=[O:13])[CH2:6][CH2:5]2.C(=O)([O-])[O-].[K+].[K+].Br[CH2:25][C:26]1[CH:31]=[CH:30][CH:29]=[CH:28][C:27]=1[C:32]([F:35])([F:34])[F:33]>CN(C)C=O>[F:33][C:32]([F:34])([F:35])[C:27]1[CH:28]=[CH:29][CH:30]=[CH:31][C:26]=1[CH2:25][O:1][C:2]1[CH:3]=[C:4]2[C:8](=[CH:9][CH:10]=1)[CH:7]([NH:11][S:12]([CH:15]([CH3:17])[CH3:16])(=[O:14])=[O:13])[CH2:6][CH2:5]2 |f:1.2.3|. Reported procedure: N-(5-hydroxy-2,3-dihydro-1H-inden-1-yl)propane-2-sulfonamide (50 mg, 0.196 mmol) was dissolved in N,N-dimethylformamide (dry) (2 mL), potassium carbonate (54.1 mg, 0.392 mmol) and 1-(bromomethyl)-2-(trifluoromethyl)benzene (94 mg, 0.392 mmol) were added and the mixture was stirred at 60° C. for 3 hr. After this time, the reaction mixture was partitioned between EtOAc and H2O, the organic layer separated and solvent evaporated in vacuo. Purification by flash chromatography (0-100% EtOAc in heptan... The reactants are COC1=CC=C(C(=O)C=2OC3=C(C2C)C(=CC=C3)O)C=C1 (2-(p-methoxybenzoyl)-3-methyl-4-hydroxybenzofuran), C([O-])([O-])=O.[K+].[K+] (potassium carbonate), C(C=C)Br (allyl bromide). Run in CC(=O)C (acetone). The product is COC1=CC=C(C(=O)C=2OC3=C(C2C)C(=CC=C3)OCC=C)C=C1 (2-(p-methoxybenzoyl)-3-methyl-4-allyloxybenzofuran). As a reaction SMILES: [CH3:1][O:2][C:3]1[CH:21]=[CH:20][C:6]([C:7]([C:9]2[O:10][C:11]3[CH:18]=[CH:17][CH:16]=[C:15]([OH:19])[C:12]=3[C:13]=2[CH3:14])=[O:8])=[CH:5][CH:4]=1.C(=O)([O-])[O-].[K+].[K+].[CH2:28](Br)[CH:29]=[CH2:30]>CC(C)=O>[CH3:1][O:2][C:3]1[CH:4]=[CH:5][C:6]([C:7]([C:9]2[O:10][C:11]3[CH:18]=[CH:17][CH:16]=[C:15]([O:19][CH2:30][CH:29]=[CH2:28])[C:12]=3[C:13]=2[CH3:14])=[O:8])=[CH:20][CH:21]=1 |f:1.2.3|. Procedure details: A mixture of 2-(p-methoxybenzoyl)-3-methyl-4-hydroxybenzofuran (0.60 gm; 2.2 mmoles), potassium carbonate (0.83 gm; 6.0 mmoles) and allyl bromide (0.73 gm; 6.0 mmoles) in acetone (25 mL) was refluxed for a period of 22 hours. The reaction mixture was cooled, filtered through Celite, and concentrated in vacuo. The residue was chromatographed on silica gel using 15% ethylacetate in hexane as eluent to yield 2-(p-methoxybenzoyl)-3-methyl-4-allyloxybenzofuran. Reactants: CC(=O)O, COCCOC, CN1CCCC1=O, N#Cc1cccc(-c2ccc3c(Cl)cnc(NC(=N)N)c3c2)c1. The product is CC(=O)[O-], N#Cc1cccc(-c2ccc3c(Cl)cnc([NH2+]C(=N)N)c3c2)c1. Reaction SMILES: [CH3:1][C:2]([OH:3])=[O:4].[CH3:28][O:29][CH2:30][CH2:31][O:32][CH3:33].[CH3:34][N:35]1[CH2:36][CH2:37][CH2:38][C:39]1=[O:40].[Cl:5][c:6]1[cH:7][n:8][c:9]([NH:24][C:25](=[NH:26])[NH2:27])[c:10]2[cH:11][c:12](-[c:16]3[cH:17][c:18]([C:22]#[N:23])[cH:19][cH:20][cH:21]3)[cH:13][cH:14][c:15]12>>[CH3:1][C:2](=[O:3])[O-:4].[Cl:5][c:6]1[cH:7][n:8][c:9]([NH2+:24][C:25](=[NH:26])[NH2:27])[c:10]2[cH:11][c:12](-[c:16]3[cH:17][c:18]([C:22]#[N:23])[cH:19][cH:20][cH:21]3)[cH:13][cH:14][c:15]12.